describe an organic reaction: reactants, conditions, products, and yield From a dataset of the Open Reaction Database (ORD), a public repository of structured organic reaction records. The reactants are CC(O)CO, Cl, NCCCCC(N)C(=O)O, [Na+], [OH-]. Yields the product NC1CCCCNC1=O. Reaction SMILES: [CH2:14]([OH:15])[CH:16]([OH:17])[CH3:18].[ClH:1].[NH2:2][CH2:3][CH2:4][CH2:5][CH2:6][CH:7]([NH2:8])[C:9]([OH:10])=[O:11].[Na+:13].[OH-:12]>>[NH:2]1[CH2:3][CH2:4][CH2:5][CH2:6][CH:7]([NH2:8])[C:9]1=[O:11]. Starting materials: N[C@H]([C@@H](CN(NC(=O)OC(C)(C)C)CC)O)CC1=CC=CC=C1 (tert-butyl 2-((2R,3S)-3-amino-2-hydroxy-4-phenylbutyl)-2-ethylhydrazinecarboxylate), C(C1=CC=CC=C1)(=O)O (benzoic acid), CS(=O)(=O)NC=1SC=C(N1)C(=O)O (2-methanesulfonylamino-thiazole-4-carboxylic acid). Product: C(C1=CC=CC=C1)(=O)NN(CC)C[C@H]([C@H](CC1=CC=CC=C1)NC(=O)C=1N=C(SC1)NS(=O)(=O)C)O (N-[(1S,2R)-3-(2-benzoyl-1-ethylhydrazino)-1-benzyl-2-hydroxypropyl]-2-[(methylsulfonyl)amino]-1,3-thiazole-4-carboxamide). As a reaction SMILES: [NH2:1][C@@H:2]([CH2:17][C:18]1[CH:23]=[CH:22][CH:21]=[CH:20][CH:19]=1)[C@H:3]([OH:16])[CH2:4][N:5]([CH2:14][CH3:15])[NH:6][C:7]([O:9]C(C)(C)C)=O.C(O)(=O)[C:25]1[CH:30]=[CH:29][CH:28]=[CH:27][CH:26]=1.[CH3:33][S:34]([NH:37][C:38]1[S:39][CH:40]=[C:41]([C:43](O)=[O:44])[N:42]=1)(=[O:36])=[O:35]>>[C:7]([NH:6][N:5]([CH2:4][C@@H:3]([OH:16])[C@@H:2]([NH:1][C:43]([C:41]1[N:42]=[C:38]([NH:37][S:34]([CH3:33])(=[O:36])=[O:35])[S:39][CH:40]=1)=[O:44])[CH2:17][C:18]1[CH:19]=[CH:20][CH:21]=[CH:22][CH:23]=1)[CH2:14][CH3:15])(=[O:9])[C:25]1[CH:26]=[CH:27][CH:28]=[CH:29][CH:30]=1. Procedure details: Synthesized as described above from tert-butyl 2-((2R,3S)-3-amino-2-hydroxy-4-phenylbutyl)-2-ethylhydrazinecarboxylate, benzoic acid and 2-methanesulfonylamino-thiazole-4-carboxylic acid. MS (ESI+) for C24H29N5O5S2 m/z 532.7 (M+H)+. The reactants are [N+](=O)([O-])C1=C(C2=C(C=N1)C=CO2)OCC2=CC=C(C=C2)NC(=O)C=2C(N(C=CC2)C2=CC=C(C=C2)F)=O (1-(4-fluorophenyl)-2-oxo-1,2-dihydropyridine-3-carboxylic acid [4-(6-nitrofuro[3,2-c]pyridin-7-yloxymethyl)phenyl]amide), CCO (EtOH), [NH4+].[Cl-] (NH4Cl). Reagents/catalysts: [Fe] (iron). Solvent: ClCCCl (1,2-Dichloroethane). Reaction conditions: temperature 75 celsius. The product is NC1=C(C2=C(C=N1)C=CO2)OCC2=CC=C(C=C2)NC(=O)C=2C(N(C=CC2)C2=CC=C(C=C2)F)=O (1-(4-Fluorophenyl)-2-oxo-1,2-dihydropyridine-3-carboxylic acid [4-(6-aminofuro[3,2-c]pyridin-7-yloxymethyl)phenyl]amide). Reaction SMILES: [N+:1]([C:4]1[N:9]=[CH:8][C:7]2[CH:10]=[CH:11][O:12][C:6]=2[C:5]=1[O:13][CH2:14][C:15]1[CH:20]=[CH:19][C:18]([NH:21][C:22]([C:24]2[C:25](=[O:37])[N:26]([C:30]3[CH:35]=[CH:34][C:33]([F:36])=[CH:32][CH:31]=3)[CH:27]=[CH:28][CH:29]=2)=[O:23])=[CH:17][CH:16]=1)([O-])=O.CCO.[NH4+].[Cl-]>[Fe].ClCCCl>[NH2:1][C:4]1[N:9]=[CH:8][C:7]2[CH:10]=[CH:11][O:12][C:6]=2[C:5]=1[O:13][CH2:14][C:15]1[CH:16]=[CH:17][C:18]([NH:21][C:22]([C:24]2[C:25](=[O:37])[N:26]([C:30]3[CH:31]=[CH:32][C:33]([F:36])=[CH:34][CH:35]=3)[CH:27]=[CH:28][CH:29]=2)=[O:23])=[CH:19][CH:20]=1 |f:2.3|. Procedure: The mixture of 1-(4-fluorophenyl)-2-oxo-1,2-dihydropyridine-3-carboxylic acid [4-(6-nitrofuro[3,2-c]pyridin-7-yloxymethyl)phenyl]amide (13.8 mg, 0.0248 mmol), iron powder (62 mg, 1.1 mmol), EtOH (1.5 ml), 1,2-Dichloroethane (1.5 ml), and saturated NH4Cl (0.3 ml) was heated at 75° C. for 30 min. After that time, the solvent was removed, and it was then dissolved in DMSO for Gilson HPLC purification. It gave the title compound as a light-yellow solid. 1H NMR (400 MHz, CDCl3): δ=4.55 (brs, 2H), 5.3... Starting materials: C(C)OC([C@H](CC1=CC=C(C=C1)OCCCBr)OC)=O ((2S)-3-[4-(3-Bromo-propoxy)-phenyl]-2-methoxy-propionic acid ethyl ester), FC=1C=C(C(=O)NC2=CC=C(C=C2)O)C=CC1 (3-Fluoro-N-(4-hydroxy-phenyl)-benzamide), [OH-].[Na+] (NaOH). Product: FC=1C=C(C(=O)NC2=CC=C(OCCCOC3=CC=C(C=C3)C[C@@H](C(=O)O)OC)C=C2)C=CC1 ((2S)-3-(4-{3-[4-(3-Fluoro-benzoylamino)-phenoxy]-propoxy}-phenyl)-2-methoxy-propionic acid). As a reaction SMILES: C([O:3][C:4](=[O:20])[C@@H:5]([O:18][CH3:19])[CH2:6][C:7]1[CH:12]=[CH:11][C:10]([O:13][CH2:14][CH2:15][CH2:16]Br)=[CH:9][CH:8]=1)C.[F:21][C:22]1[CH:23]=[C:24]([CH:35]=[CH:36][CH:37]=1)[C:25]([NH:27][C:28]1[CH:33]=[CH:32][C:31]([OH:34])=[CH:30][CH:29]=1)=[O:26].[OH-].[Na+]>>[F:21][C:22]1[CH:23]=[C:24]([CH:35]=[CH:36][CH:37]=1)[C:25]([NH:27][C:28]1[CH:33]=[CH:32][C:31]([O:34][CH2:16][CH2:15][CH2:14][O:13][C:10]2[CH:9]=[CH:8][C:7]([CH2:6][C@H:5]([O:18][CH3:19])[C:4]([OH:3])=[O:20])=[CH:12][CH:11]=2)=[CH:30][CH:29]=1)=[O:26] |f:2.3|. Reported procedure: (2S)-3-[4-(3-Bromo-propoxy)-phenyl]-2-methoxy-propionic acid ethyl ester from Example 173, Step A was treated with 3-Fluoro-N-(4-hydroxy-phenyl)-benzamide from Step A under the Standard Procedure J. The compound thus obtained was allowed to react under Standard hydrolysis procedure C (NaOH) to give the title compound. MS(ES) for C26H26FNO6 [M+H]+: 468. Starting materials: O=C(Cl)COc1ccc(Cl)cc1, Cc1cc(Cl)ccc1OCC(=O)N1Cc2cccn2Cc2ccccc21, c1ccc2c(c1)Cn1cccc1CN2. The product is O=C(COc1ccc(Cl)cc1)N1Cc2cccn2Cc2ccccc21. Reaction SMILES: [Cl:15][c:16]1[cH:17][cH:18][c:19]([O:20][CH2:21][C:22]([Cl:23])=[O:24])[cH:25][cH:26]1.[Cl:27][c:28]1[cH:29][c:30]([CH3:52])[c:31]([O:32][CH2:33][C:34](=[O:35])[N:36]2[CH2:37][c:38]3[n:39]([cH:47][cH:48][cH:49]3)[CH2:40][c:41]3[c:42]2[cH:43][cH:44][cH:45][cH:46]3)[cH:50][cH:51]1.[cH:1]1[cH:2][cH:3][n:4]2[c:14]1[CH2:13][NH:12][c:11]1[c:6]([cH:7][cH:8][cH:9][cH:10]1)[CH2:5]2>>[Cl:27][c:28]1[cH:29][cH:30][c:31]([O:32][CH2:33][C:34](=[O:35])[N:36]2[CH2:37][c:38]3[n:39]([cH:47][cH:48][cH:49]3)[CH2:40][c:41]3[c:42]2[cH:43][cH:44][cH:45][cH:46]3)[cH:50][cH:51]1. Starting materials: O=C1C=2C(N=C3N1C=C(C=C3)C(=O)N)=CSC2 (10-oxo-10H-pyrido[1,2-a]thieno[3,4-d]pyrimidine-7-carboxamide), C1(=CC=C(C=C1)S(=O)(=O)Cl)C (p-toluenesulfonyl chloride), N1=CC=CC=C1 (pyridine). Run in CN(C=O)C (dimethylformamide), O (water). Run at temperature 95 celsius. Product: O=C1C=2C(N=C3N1C=C(C=C3)C#N)=CSC2 (10-oxo-10H-pyrido[1,2-a]thieno[3,4-d]pyrimidine-7-carbonitrile). As a reaction SMILES: [O:1]=[C:2]1[N:7]2[CH:8]=[C:9]([C:12]([NH2:14])=O)[CH:10]=[CH:11][C:6]2=[N:5][C:4]2=[CH:15][S:16][CH:17]=[C:3]12.C1(C)C=CC(S(Cl)(=O)=O)=CC=1.N1C=CC=CC=1>CN(C)C=O.O>[O:1]=[C:2]1[N:7]2[CH:8]=[C:9]([C:12]#[N:14])[CH:10]=[CH:11][C:6]2=[N:5][C:4]2=[CH:15][S:16][CH:17]=[C:3]12. Reported procedure: A mixture of 10-oxo-10H-pyrido[1,2-a]thieno[3,4-d]pyrimidine-7-carboxamide (3.8 g., 0.015 mol), p-toluenesulfonyl chloride (4.4 g., 0.023 mol) and pyridine (3.8 ml, 0.046 mol) in dimethylformamide (50 ml) is heated at 95° C. for 1 hour. The mixture is cooled, diluted with water (5 ml) and stirred. The precipitate is filtered, washed with water and dried. Recrystallization from 2-propanol gives golden crystals (2.5 g.) mp 233°-234° C. Reactants: CC(=O)[O-], CC(=O)OC(C)=O, CC(=O)O, Clc1ccc2c(c1Cl)CNCC2, Cl, N, [Na+], O. Yields the product CC(=O)N1CCc2ccc(Cl)c(Cl)c2C1. Reaction SMILES: [CH3:15][C:16]([O-:17])=[O:18].[CH3:19][C:20]([O:21][C:22](=[O:23])[CH3:24])=[O:25].[CH3:28][C:29](=[O:30])[OH:31].[Cl:2][c:3]1[cH:4][cH:5][c:6]2[c:11]([c:12]1[Cl:13])[CH2:10][NH:9][CH2:8][CH2:7]2.[ClH:1].[NH3:26].[Na+:14].[OH2:27]>>[Cl:2][c:3]1[cH:4][cH:5][c:6]2[c:11]([c:12]1[Cl:13])[CH2:10][N:9]([C:16]([CH3:15])=[O:17])[CH2:8][CH2:7]2. Yields the product Cc1cccc(S(=O)(=O)NC(=O)Nc2nc(CO)c(Br)s2)c1. Reactants: [BH4-], CCOC(=O)c1nc(NC(=O)NS(=O)(=O)c2cccc(C)c2)sc1Br, Cl, [Na+], C1CCOC1. As a reaction SMILES: [BH4-:26].[Br:1][c:2]1[c:3]([C:21](=[O:22])[O:23][CH2:24][CH3:25])[n:4][c:5]([NH:7][C:8]([NH:9][S:10](=[O:11])(=[O:12])[c:13]2[cH:14][c:15]([CH3:19])[cH:16][cH:17][cH:18]2)=[O:20])[s:6]1.[ClH:28].[Na+:27].[O:29]1[CH2:30][CH2:31][CH2:32][CH2:33]1>>[Br:1][c:2]1[c:3]([CH2:21][OH:22])[n:4][c:5]([NH:7][C:8]([NH:9][S:10](=[O:11])(=[O:12])[c:13]2[cH:14][c:15]([CH3:19])[cH:16][cH:17][cH:18]2)=[O:20])[s:6]1. The reactants are CCOC(C)=O, CCOC(C)=O, Cl, CC(C)(C)OC(=O)N1CCOc2c(cccc2-c2ccccc2F)C1. Product: Cl, Fc1ccccc1-c1cccc2c1OCCNC2. As a reaction SMILES: [C:26]([O:27][CH2:28][CH3:29])(=[O:30])[CH3:31].[CH3:33][CH2:34][O:35][C:36](=[O:37])[CH3:38].[ClH:32].[F:1][c:2]1[c:3](-[c:8]2[cH:9][cH:10][cH:11][c:12]3[c:18]2[O:17][CH2:16][CH2:15][N:14]([C:19]([O:20][C:21]([CH3:22])([CH3:23])[CH3:24])=[O:25])[CH2:13]3)[cH:4][cH:5][cH:6][cH:7]1>>[ClH:32].[F:1][c:2]1[c:3](-[c:8]2[cH:9][cH:10][cH:11][c:12]3[c:18]2[O:17][CH2:16][CH2:15][NH:14][CH2:13]3)[cH:4][cH:5][cH:6][cH:7]1. As a reaction SMILES: [C:1]([CH3:2])(=[O:3])[c:4]1[c:5]([OH:29])[c:6]([CH2:26][CH2:27][CH3:28])[c:7]([O:8][CH2:9][CH2:10][CH2:11][O:12][c:13]2[cH:14][c:15]([N+:21]([O-:22])=[O:23])[c:16]([CH3:20])[cH:17][c:18]2[Br:19])[cH:24][cH:25]1.[O:30]1[CH2:31][CH2:32][CH2:33][CH2:34]1>>[C:1]([CH3:2])(=[O:3])[c:4]1[c:5]([OH:29])[c:6]([CH2:26][CH2:27][CH3:28])[c:7]([O:8][CH2:9][CH2:10][CH2:11][O:12][c:13]2[cH:14][c:15]([NH2:21])[c:16]([CH3:20])[cH:17][c:18]2[Br:19])[cH:24][cH:25]1. Product: CCCc1c(OCCCOc2cc(N)c(C)cc2Br)ccc(C(C)=O)c1O. The reactants are CCCc1c(OCCCOc2cc([N+](=O)[O-])c(C)cc2Br)ccc(C(C)=O)c1O, C1CCOC1.